Task: describe an organic reaction: reactants, conditions, products, and yield. Dataset: the Open Reaction Database (ORD), a public repository of structured organic reaction records RXN SMILES: [Br:27][CH2:28][CH2:29][CH2:30][Cl:31].[CH3:32][N:33]([CH3:34])[CH:35]=[O:36].[CH3:37][CH2:38][OH:39].[CH3:3][N:4]([CH2:5][CH2:6][CH2:7][N:8]1[C:9](=[O:25])[CH:10]([c:18]2[cH:19][cH:20][c:21]([OH:24])[cH:22][cH:23]2)[S:11][c:12]2[c:13]1[cH:14][cH:15][cH:16][cH:17]2)[CH3:26].[H-:1].[Na+:2]>>[CH3:3][N:4]([CH2:5][CH2:6][CH2:7][N:8]1[C:9](=[O:25])[CH:10]([c:18]2[cH:19][cH:20][c:21]([O:24][CH2:28][CH2:29][CH2:30][Cl:31])[cH:22][cH:23]2)[S:11][c:12]2[c:13]1[cH:14][cH:15][cH:16][cH:17]2)[CH3:26]. Starting materials: ClCCCBr, CN(C)C=O, CCO, CN(C)CCCN1C(=O)C(c2ccc(O)cc2)Sc2ccccc21, [H-], [Na+]. Yields the product CN(C)CCCN1C(=O)C(c2ccc(OCCCCl)cc2)Sc2ccccc21. Reactants: c1(cccnc1)I, c1(cccnc1)Br, c1(n(ccn1)C)N. The reagents and catalysts are c1ccc(cc1)-c2c3ccccc3cc4ccccc24 (9-Phenylanthracene), C(=O)([O-])[O-].[Cs+].[Cs+] (Cs2CO3), c1(cc(cc(c1c1c(ccc(c1P(C1CCCCC1)C1CCCCC1)OC)OC)C(C)C)C(C)C)C(C)C.c1(c(cccc1)[Pd]Cl)CCN (BrettPhos Palladacycle). Solvent: CCC(C)(C)O (t-AmOH). Conditions: temperature 100 celsius, time 18 hour. Product: Cn1ccnc1Nc2cccnc2. Reaction SMILES: [CH3:1][n:2]1[c:6]([NH2:7])[n:5][cH:4][cH:3]1.I[c:8]1[cH:13][n:12][cH:11][cH:10][cH:9]1.Brc1cnccc1>>[CH3:1][n:2]1[c:6]([NH:7][c:8]2[cH:13][n:12][cH:11][cH:10][cH:9]2)[n:5][cH:4][cH:3]1. Yields the product C(C)(C)OC(C(=O)O)CC1=CC(=C(C=C1)OC)CNC(=O)C1=CC2=CC=CC=C2C=C1 (2-isopropoxy-3-(4-methoxy-3-[(2-naphthylcarbonyl)amino]methylphenyl]propanoic acid). Procedure: Using 2-naphthalene carboxylic acid and ethyl 3-[3-([(tert-butoxycarbonyl)amino]methyl)-4-methoxyphenyl]-2-isopropoxypropanoate, 2-isopropoxy-3-(4-methoxy-3-[(2-naphthylcarbonyl)amino]methylphenyl]propanoic acid was obtained in the same method as in Example 38). The reactants are C1=C(C=CC2=CC=CC=C12)C(=O)O (2-naphthalene carboxylic acid), C(C)(C)(C)OC(=O)NCC=1C=C(C=CC1OC)CC(C(=O)OCC)OC(C)C (ethyl 3-[3-([(tert-butoxycarbonyl)amino]methyl)-4-methoxyphenyl]-2-isopropoxypropanoate). RXN SMILES: [CH:1]1[C:10]2[C:5](=[CH:6][CH:7]=[CH:8][CH:9]=2)[CH:4]=[CH:3][C:2]=1[C:11]([OH:13])=O.C(OC([NH:21][CH2:22][C:23]1[CH:24]=[C:25]([CH2:31][CH:32]([O:38][CH:39]([CH3:41])[CH3:40])[C:33]([O:35]CC)=[O:34])[CH:26]=[CH:27][C:28]=1[O:29][CH3:30])=O)(C)(C)C>>[CH:39]([O:38][CH:32]([CH2:31][C:25]1[CH:26]=[CH:27][C:28]([O:29][CH3:30])=[C:23]([CH2:22][NH:21][C:11]([C:2]2[CH:3]=[CH:4][C:5]3[C:10](=[CH:9][CH:8]=[CH:7][CH:6]=3)[CH:1]=2)=[O:13])[CH:24]=1)[C:33]([OH:35])=[O:34])([CH3:41])[CH3:40]. The reactants are N#Cc1cnc2cc(-c3ccccc3)sc2c1Cl, COc1cc(N)c(Cl)cc1Cl, [H-], [Na+], C1CCOC1. The product is COc1cc(Nc2c(C#N)cnc3cc(-c4ccccc4)sc23)c(Cl)cc1Cl. As a reaction SMILES: [Cl:14][c:15]1[c:16]2[c:17]([n:18][cH:19][c:20]1[C:21]#[N:22])[cH:23][c:24](-[c:26]1[cH:27][cH:28][cH:29][cH:30][cH:31]1)[s:25]2.[Cl:1][c:2]1[c:3]([NH2:4])[cH:5][c:6]([O:10][CH3:11])[c:7]([Cl:9])[cH:8]1.[H-:12].[Na+:13].[O:32]1[CH2:33][CH2:34][CH2:35][CH2:36]1>>[Cl:1][c:2]1[c:3]([NH:4][c:15]2[c:16]3[c:17]([n:18][cH:19][c:20]2[C:21]#[N:22])[cH:23][c:24](-[c:26]2[cH:27][cH:28][cH:29][cH:30][cH:31]2)[s:25]3)[cH:5][c:6]([O:10][CH3:11])[c:7]([Cl:9])[cH:8]1. Starting materials: O1C(CN2CCC(CC2)C2=NOC3=C2C=CC(=C3)F)C1 (1-(2,3-epoxypropyl)-4(6-fluoro-1,2-benzisoxazol-3-yl)piperidine), C(=O)([O-])[O-].[K+].[K+] (K2CO3), Cl.COC=1C=C2CCNCC2=CC1OC (6,7-dimethoxy-1,2,3,4 -tetrahydroisoquinoline hydrochloride), C(C)(C)O (isopropyl alcohol). Run at time 8 hour. Yields the product COC=1C=C2CCN(CC2=CC1OC)CC(CC1(CCNCC1)C1=NOC2=C1C=CC(=C2)F)O (6,7-Dimethoxy-2-[3-[4-(6-fluoro-1,2-benzisoxazol-3-yl)-4-piperidinyl ]-2-hydroxy-1-propyl]-1,2,3,4-tetrahydroisoquinoline). As a reaction SMILES: O1CC1C[N:4]1[CH2:9][CH2:8][CH:7]([C:10]2[C:14]3[CH:15]=[CH:16][C:17]([F:19])=[CH:18][C:13]=3[O:12][N:11]=2)[CH2:6][CH2:5]1.C([O-])([O-])=O.[K+].[K+].Cl.[CH3:28][O:29][C:30]1[CH:31]=[C:32]2[C:37](=[CH:38][C:39]=1[O:40][CH3:41])[CH2:36][NH:35][CH2:34][CH2:33]2.[CH:42]([OH:45])([CH3:44])[CH3:43]>>[CH3:28][O:29][C:30]1[CH:31]=[C:32]2[C:37](=[CH:38][C:39]=1[O:40][CH3:41])[CH2:36][N:35]([CH2:43][CH:42]([OH:45])[CH2:44][C:7]1([C:10]3[C:14]4[CH:15]=[CH:16][C:17]([F:19])=[CH:18][C:13]=4[O:12][N:11]=3)[CH2:6][CH2:5][NH:4][CH2:9][CH2:8]1)[CH2:34][CH2:33]2 |f:1.2.3,4.5|. Procedure: A stirred mixture of 1-(2,3-epoxypropyl)-4(6-fluoro-1,2-benzisoxazol-3-yl)piperidine (3.2 g, 11.6 mmol), K2CO3 (2 gm, 1.25 eq) and 6,7-dimethoxy-1,2,3,4 -tetrahydroisoquinoline hydrochloride (3.3 g, 1.25 eq) in isopropyl alcohol (200 ml) was heated at reflux for 6 hours. The mixture was cooled and filtered. The solvent was removed to about 50 ml and the solution was allowed to stand overnight. Crystals (0.6 g) formed and were collected. The mother liquor was concentrated to a white solid. Recrys... Reactants: Cc1ccc(Cn2c(CC3CCN(CCN=C=S)CC3)nc3ccccc32)cc1, C1CCOC1, Nc1ccncc1N. Product: Cc1ccc(Cn2c(CC3CCN(CCNC(=S)Nc4cnccc4N)CC3)nc3ccccc32)cc1. RXN SMILES: [N:9](=[C:10]=[S:11])[CH2:12][CH2:13][N:14]1[CH2:15][CH2:16][CH:17]([CH2:20][c:21]2[n:22][c:23]3[c:24]([n:25]2[CH2:26][c:27]2[cH:28][cH:29][c:30]([CH3:33])[cH:31][cH:32]2)[cH:34][cH:35][cH:36][cH:37]3)[CH2:18][CH2:19]1.[O:38]1[CH2:39][CH2:40][CH2:41][CH2:42]1.[n:1]1[cH:2][c:3]([NH2:8])[c:4]([NH2:7])[cH:5][cH:6]1>>[n:1]1[cH:2][c:3]([NH:8][C:10]([NH:9][CH2:12][CH2:13][N:14]2[CH2:15][CH2:16][CH:17]([CH2:20][c:21]3[n:22][c:23]4[c:24]([n:25]3[CH2:26][c:27]3[cH:28][cH:29][c:30]([CH3:33])[cH:31][cH:32]3)[cH:34][cH:35][cH:36][cH:37]4)[CH2:18][CH2:19]2)=[S:11])[c:4]([NH2:7])[cH:5][cH:6]1. Reactants: [Mg] (magnesium), BrC=1C=C(C(=C(C1)C(OCC)OCC)OC)C1CCC1 (5-bromo-3-cyclobutyl-1-diethoxymethyl-2-methoxybenzene), C[Mg]Br.O1CCCC1 (methylmagnesium bromide tetrahydrofuran), O1CCCC1 (tetrahydrofuran), Cl (hydrochloric acid). Conditions: time 1.5 hour. The product is C1(CCC1)C=1C=C(C(=O)O)C=C(C1OC)C=O (3-cyclobutyl-5-formyl-4-methoxybenzoic acid). As a reaction SMILES: [Mg].Br[C:3]1[CH:4]=[C:5]([CH:18]2[CH2:21][CH2:20][CH2:19]2)[C:6]([O:16][CH3:17])=[C:7]([CH:9]([O:13]CC)OCC)[CH:8]=1.C[Mg]Br.[O:25]1[CH2:29]CCC1.Cl.[O:31]1CCCC1>>[CH:18]1([C:5]2[CH:4]=[C:3]([CH:8]=[C:7]([CH:9]=[O:13])[C:6]=2[O:16][CH3:17])[C:29]([OH:25])=[O:31])[CH2:19][CH2:20][CH2:21]1 |f:2.3|. Procedure: To magnesium (106 mg), tetrahydrofuran (3.5 mL), 5-bromo-3-cyclobutyl-1-diethoxymethyl-2-methoxybenzene (1.33 g) and a 0.97M methylmagnesium bromide-tetrahydrofuran solution (1.32 mL) was added, and then the mixture was stirred at room temperature for 1.5 hours. The reaction solution was cooled to 0° C. and stirred under a carbon dioxide atmosphere for 15 hours, and then 2N hydrochloric acid (10 mL) was added and the mixture was stirred at mom temperature for 1 hour. The organic solvent was dist... The reactants are CC(=O)[O-], CC(=O)[O-], C1CCOC1, [Cu+2], NC(=O)Nc1cccc(O)c1, Cc1ccc(B(O)O)cc1, c1ccncc1. Product: Cc1ccc(Oc2cccc(NC(N)=O)c2)cc1. Reaction SMILES: [C:33]([O-:34])(=[O:35])[CH3:36].[C:38]([O-:39])(=[O:40])[CH3:41].[CH2:28]1[O:29][CH2:30][CH2:31][CH2:32]1.[Cu+2:37].[OH:1][c:2]1[cH:3][c:4]([NH:8][C:9](=[O:10])[NH2:11])[cH:5][cH:6][cH:7]1.[c:12]1([CH3:21])[cH:13][cH:14][c:15]([B:18]([OH:19])[OH:20])[cH:16][cH:17]1.[cH:22]1[cH:23][cH:24][n:25][cH:26][cH:27]1>>[O:1]([c:2]1[cH:3][c:4]([NH:8][C:9](=[O:10])[NH2:11])[cH:5][cH:6][cH:7]1)[c:15]1[cH:14][cH:13][c:12]([CH3:21])[cH:17][cH:16]1. Starting materials: O=C1CC2(CCN(CC2)C(=O)OC(C)(C)C)OC2=CC=C(C=C12)C1=NOC(N1)=O (tert-butyl 4-oxo-6-(5-oxo-4,5-dihydro-1,2,4-oxadiazol-3-yl)spiro[chroman-2,4′-piperidine]-1′-carboxylate), Cl (HCl). Run in O1CCOCC1 (dioxane). Reaction conditions: time 1 day. Yields the product Cl.O=C1NC(=NO1)C=1C=C2C(CC3(CCNCC3)OC2=CC1)=O (6-(5-oxo-4,5-dihydro-1,2,4-oxadiazol-3-yl)spiro[chroman-2,4′-piperidin]-4-one hydrochloride). As a reaction SMILES: [O:1]=[C:2]1[C:23]2[C:18](=[CH:19][CH:20]=[C:21]([C:24]3[NH:28][C:27](=[O:29])[O:26][N:25]=3)[CH:22]=2)[O:17][C:4]2([CH2:9][CH2:8][N:7](C(OC(C)(C)C)=O)[CH2:6][CH2:5]2)[CH2:3]1.[ClH:30]>O1CCOCC1>[ClH:30].[O:29]=[C:27]1[O:26][N:25]=[C:24]([C:21]2[CH:22]=[C:23]3[C:18](=[CH:19][CH:20]=2)[O:17][C:4]2([CH2:9][CH2:8][NH:7][CH2:6][CH2:5]2)[CH2:3][C:2]3=[O:1])[NH:28]1 |f:3.4|. Procedure details: A suspension of 437 mg of tert-butyl 4-oxo-6-(5-oxo-4,5-dihydro-1,2,4-oxadiazol-3-yl)spiro[chroman-2,4′-piperidine]-1′-carboxylate in 10 mL of 4N HCl in dioxane was stirred at rt for 1 d, the resultant white solid was filtered, and washed with ether. The collected white solid was dried in vacuo at 50° C. to give the intended compound as a colorless solid. The solvent is N1=CC=CC=C1 (pyridine). Yield: 112.1%. Product: N1=CC(=CC=2C=C3C(=NC12)C=CC=C3)C(=O)O (benzo[b][1,8]naphthyridine-3-carboxylic acid), C(C)N1CCN(CC1)C=1C(=CC=2C(=NC=3N(C=C(C(C3C2)=O)C(=O)O)C)C1)F (8-(4-ethyl-1-piperazinyl)-7-fluoro-1-methyl-4-oxo-1,4-dihydrobenzo[b][1,8]naphthyridine-3-carboxylic acid). Reaction SMILES: Cl[C:2]1[C:3]([F:21])=[CH:4][C:5]2[C:6]([CH:20]=1)=[N:7][C:8]1[N:9]([CH3:19])[CH:10]=[C:11]([C:16]([OH:18])=[O:17])[C:12](=[O:15])[C:13]=1[CH:14]=2.[CH2:22]([N:24]1[CH2:29][CH2:28][NH:27][CH2:26][CH2:25]1)[CH3:23]>N1C=CC=CC=1>[N:9]1[C:8]2[N:7]=[C:6]3[CH:20]=[CH:2][CH:3]=[CH:4][C:5]3=[CH:14][C:13]=2[CH:12]=[C:11]([C:16]([OH:18])=[O:17])[CH:10]=1.[CH2:22]([N:24]1[CH2:29][CH2:28][N:27]([C:2]2[C:3]([F:21])=[CH:4][C:5]3[C:6]([CH:20]=2)=[N:7][C:8]2[N:9]([CH3:19])[CH:10]=[C:11]([C:16]([OH:18])=[O:17])[C:12](=[O:15])[C:13]=2[CH:14]=3)[CH2:26][CH2:25]1)[CH3:23]. Procedure: 8-(4-Ethyl-1-piperazinyl)-7-fluoro-1-methyl-4-oxo-1,4-dihydro=benzo[b][1,8]naphthyridine-3-carboxylic acid is prepared under the conditions described below in Example 5 but starting from 1.85 g of 8-chloro-7-fluoro-1-methyl-4-oxo-1,4-dihydro-benzo[b][1,8]naphthyridine-3-carboxylic acid and 2.75 g of 1-ethylpiperazine in 20 cm3 of pyridine. 1.3 g of 8-(4-ethyl-1-piperazinyl)-7-fluoro-1-methyl-4-oxo-1,4-dihydrobenzo[b][1,8]naphthyridine-3-carboxylic acid are obtained in the form of a yellow solid ... Starting materials: ClC=1C(=CC=2C(=NC=3N(C=C(C(C3C2)=O)C(=O)O)C)C1)F (8-chloro-7-fluoro-1-methyl-4-oxo-1,4-dihydro-benzo[b][1,8]naphthyridine-3-carboxylic acid), solid, C(C)N1CCNCC1 (1-ethylpiperazine).